From a dataset of the Open Reaction Database (ORD), a public repository of structured organic reaction records. describe an organic reaction: reactants, conditions, products, and yield Starting materials: COC(=O)CCCCCOc1cc2c(cc1N)nc(-c1ccccc1)n2-c1ccc(OC)cc1, [Cl-], O=S(=O)(O)c1ccc(Cl)cc1. The product is COC(=O)CCCCCOc1cc2c(cc1NS(=O)(=O)c1ccc(Cl)cc1)nc(-c1ccccc1)n2-c1ccc(OC)cc1. As a reaction SMILES: [CH3:1][O:2][C:3]([CH2:4][CH2:5][CH2:6][CH2:7][CH2:8][O:9][c:10]1[c:11]([NH2:33])[cH:12][c:13]2[c:14]([n:15](-[c:24]3[cH:25][cH:26][c:27]([O:30][CH3:31])[cH:28][cH:29]3)[c:16](-[c:18]3[cH:19][cH:20][cH:21][cH:22][cH:23]3)[n:17]2)[cH:32]1)=[O:34].[Cl-:35].[Cl:36][c:37]1[cH:38][cH:39][c:40]([S:43](=[O:44])(=[O:45])[OH:46])[cH:41][cH:42]1>>[CH3:1][O:2][C:3]([CH2:4][CH2:5][CH2:6][CH2:7][CH2:8][O:9][c:10]1[c:11]([NH:33][S:43]([c:40]2[cH:39][cH:38][c:37]([Cl:36])[cH:42][cH:41]2)(=[O:44])=[O:45])[cH:12][c:13]2[c:14]([n:15](-[c:24]3[cH:25][cH:26][c:27]([O:30][CH3:31])[cH:28][cH:29]3)[c:16](-[c:18]3[cH:19][cH:20][cH:21][cH:22][cH:23]3)[n:17]2)[cH:32]1)=[O:34].